From a dataset of the Open Reaction Database (ORD), a public repository of structured organic reaction records. describe an organic reaction: reactants, conditions, products, and yield Reactants: C1(CC1)C=1C(=CC2=C(C(=C(O2)C2=CC=C(C=C2)F)C(=O)NC)C1)N(S(=O)(=O)C)C1=CC(=C(C=C1)[N+](=O)[O-])S(=O)(=O)C (5-cyclopropyl-2-(4-fluorophenyl)-N-methyl-6-(N-(3-(methylsulfonyl)-4-nitrophenyl)methylsulfonamido)benzofuran-3-carboxamide), [Sn](Cl)Cl (tin(II) chloride). Run in CCO.C(C)(=O)OCC (EtOH Ethyl acetate). Conditions: temperature 70 celsius. The product is NC1=C(C=C(C=C1)N(S(=O)(=O)C)C1=CC2=C(C(=C(O2)C2=CC=C(C=C2)F)C(=O)NC)C=C1C1CC1)S(=O)(=O)C (6-(N-(4-amino-3-(methylsulfonyl)phenyl)methylsulfonamido)-5-cyclopropyl-2-(4-fluorophenyl)-N-methylbenzofuran-3-carboxamide). As a reaction SMILES: [CH:1]1([C:4]2[C:5]([N:24]([C:29]3[CH:34]=[CH:33][C:32]([N+:35]([O-])=O)=[C:31]([S:38]([CH3:41])(=[O:40])=[O:39])[CH:30]=3)[S:25]([CH3:28])(=[O:27])=[O:26])=[CH:6][C:7]3[O:11][C:10]([C:12]4[CH:17]=[CH:16][C:15]([F:18])=[CH:14][CH:13]=4)=[C:9]([C:19]([NH:21][CH3:22])=[O:20])[C:8]=3[CH:23]=2)[CH2:3][CH2:2]1.[Sn](Cl)Cl>CCO.C(OCC)(=O)C>[NH2:35][C:32]1[CH:33]=[CH:34][C:29]([N:24]([C:5]2[C:4]([CH:1]3[CH2:3][CH2:2]3)=[CH:23][C:8]3[C:9]([C:19]([NH:21][CH3:22])=[O:20])=[C:10]([C:12]4[CH:13]=[CH:14][C:15]([F:18])=[CH:16][CH:17]=4)[O:11][C:7]=3[CH:6]=2)[S:25]([CH3:28])(=[O:26])=[O:27])=[CH:30][C:31]=1[S:38]([CH3:41])(=[O:40])=[O:39] |f:2.3|. Reported procedure: To a solution of 5-cyclopropyl-2-(4-fluorophenyl)-N-methyl-6-(N-(3-(methylsulfonyl)-4-nitrophenyl)methylsulfonamido)benzofuran-3-carboxamide (0.7 g, 1.164 mmol) in 1:1 EtOH/Ethyl acetate (10 mL) was added tin(II) chloride (1.324 g, 6.98 mmol). The reaction was heated at 70° C. for 3 h. Solvent was evaporated and the reaction was partitioned between EtOAc and water. The resulting semi viscous mass was filtered (6 h) and the solid obtained (0.5 g, 75%) was progressed as is to the next step. LCMS (... Reactants: FC(C(=O)O)(F)F (Trifluoroacetic acid), C(C)(C)(C)OC(NC(C(=O)N1C(CCC1)CC1=CN(C2=CC=CC=C12)CCOCCN1C=C(C2=CC=CC=C12)CC1N(CCC1)C(C(C1CCCCC1)NC(=O)OC(C)(C)C)=O)C1CCCCC1)=O ([2-(2-{1-[2-(2-{3-[1-(2-tert-Butoxycarbonylamino-2-cyclohexyl-acetyl)-pyrrolidin-2-ylmethyl]-indol-1-yl}-ethoxy)-ethyl]-1H-indol-3-ylmethyl}-pyrrolidin-1-yl)-1-cyclohexyl-2-oxo-ethyl]carbamic acid tert-butyl ester), C(=O)(C(F)(F)F)O (TFA). The solvent is C(Cl)Cl (DCM). Conditions: temperature 0 celsius, time 1 hour. Product: NC(C(=O)N1C(CCC1)CC1=CN(C2=CC=CC=C12)CCOCCN1C=C(C2=CC=CC=C12)CC1N(CCC1)C(C(C1CCCCC1)N)=O)C1CCCCC1 (2-Amino-1-(2-{1-[2-(2-{3-[1-(2-amino-2-cyclohexyl-acetyl)-pyrrolidin-2-ylmethyl]-indol-1-yl}-ethoxy)-ethyl]-1H-indol-3-ylmethyl}-pyrrolidin-1-yl)-2-cyclohexyl-ethanone). Yield: 113.5%. As a reaction SMILES: C(OC(=O)[NH:7][CH:8]([CH:63]1[CH2:68][CH2:67][CH2:66][CH2:65][CH2:64]1)[C:9]([N:11]1[CH2:15][CH2:14][CH2:13][CH:12]1[CH2:16][C:17]1[C:25]2[C:20](=[CH:21][CH:22]=[CH:23][CH:24]=2)[N:19]([CH2:26][CH2:27][O:28][CH2:29][CH2:30][N:31]2[C:39]3[C:34](=[CH:35][CH:36]=[CH:37][CH:38]=3)[C:33]([CH2:40][CH:41]3[CH2:45][CH2:44][CH2:43][N:42]3[C:46](=[O:62])[CH:47]([NH:54]C(OC(C)(C)C)=O)[CH:48]3[CH2:53][CH2:52][CH2:51][CH2:50][CH2:49]3)=[CH:32]2)[CH:18]=1)=[O:10])(C)(C)C.FC(F)(F)C(O)=O>C(Cl)Cl>[NH2:7][CH:8]([CH:63]1[CH2:68][CH2:67][CH2:66][CH2:65][CH2:64]1)[C:9]([N:11]1[CH2:15][CH2:14][CH2:13][CH:12]1[CH2:16][C:17]1[C:25]2[C:20](=[CH:21][CH:22]=[CH:23][CH:24]=2)[N:19]([CH2:26][CH2:27][O:28][CH2:29][CH2:30][N:31]2[C:39]3[C:34](=[CH:35][CH:36]=[CH:37][CH:38]=3)[C:33]([CH2:40][CH:41]3[CH2:45][CH2:44][CH2:43][N:42]3[C:46](=[O:62])[CH:47]([NH2:54])[CH:48]3[CH2:53][CH2:52][CH2:51][CH2:50][CH2:49]3)=[CH:32]2)[CH:18]=1)=[O:10]. Reported procedure: A solution containing 48 (0.085 g, 0.08 mmol) in DCM (8 mL) was cooled to 0° C. Trifluoroacetic acid (2 mL) was added and the reaction mixture was maintained at 0° C. for 30 min. An additional portion of TFA (1 mL) was added and the reaction mixture was stirred for 1 h at 0° C. The reaction was quenched by the careful addition of saturated aqueous NaHCO3 and the product was extracted with EtOAc. The combined organic extracts were washed with aq. NaHCO3, brine, dried over anhydrous Na2SO4, filter... RXN SMILES: [C:1]([CH3:2])([CH3:3])([CH3:4])[O:5][C:6](=[O:7])[N:8]1[CH2:9][CH2:10][CH:11]([NH:14][c:15]2[cH:16][cH:17][c:18]([O:21][C:22]([F:23])([F:24])[F:25])[cH:19][cH:20]2)[CH2:12][CH2:13]1.[CH3:26][O:27][c:28]1[cH:29][c:30](-[c:38]2[cH:39][c:40]([CH2:41][Cl:42])[cH:43][cH:44][cH:45]2)[cH:31][c:32]([O:36][CH3:37])[c:33]1[O:34][CH3:35]>>[C:1]([CH3:2])([CH3:3])([CH3:4])[O:5][C:6](=[O:7])[N:8]1[CH2:9][CH2:10][CH:11]([N:14]([c:15]2[cH:16][cH:17][c:18]([O:21][C:22]([F:23])([F:24])[F:25])[cH:19][cH:20]2)[CH2:41][c:40]2[cH:39][c:38](-[c:30]3[cH:29][c:28]([O:27][CH3:26])[c:33]([O:34][CH3:35])[c:32]([O:36][CH3:37])[cH:31]3)[cH:45][cH:44][cH:43]2)[CH2:12][CH2:13]1. The product is COc1cc(-c2cccc(CN(c3ccc(OC(F)(F)F)cc3)C3CCN(C(=O)OC(C)(C)C)CC3)c2)cc(OC)c1OC. The reactants are CC(C)(C)OC(=O)N1CCC(Nc2ccc(OC(F)(F)F)cc2)CC1, COc1cc(-c2cccc(CCl)c2)cc(OC)c1OC. Reactants: CC=1C=CC=C(C1)C=1OC=C(N1)CCOC1=CC=C(C2=C1SC=C2)C=O (7-[2-(5-methyl-phenyl-oxazol-4-yl)-ethoxy]-benzo[b]thiophene-4-carbaldehyde), C(C1=CC=CC=C1)[C@@H]1N(C(OC1)=O)C(COC)=O ((S)-4-benzyl-3-methoxyacetyl-oxazolidin-2-one), B(CCCC)(CCCC)OS(=O)(=O)C(F)(F)F (nBu2BOTf). Product: C(C1=CC=CC=C1)[C@@H]1N(C(OC1)=O)C([C@H]([C@@H](C1=CC=C(C=2SC=CC21)OCCC=2N=C(OC2C)C2=CC=CC=C2)O)OC)=O ((S)-4-benzyl-3-[(2S,3R)-3-hydroxy-2-methoxy-3-{7-[2-(5-methyl-2-phenyl-oxazol-4-yl)-ethoxy]-benzo[b]thiophen-4-yl}-propionyl]-oxazolidin-2-one). RXN SMILES: C[C:2]1[CH:3]=[CH:4][CH:5]=[C:6]([C:8]2[O:9][CH:10]=[C:11]([CH2:13][CH2:14][O:15][C:16]3[C:21]4[S:22][CH:23]=[CH:24][C:20]=4[C:19]([CH:25]=[O:26])=[CH:18][CH:17]=3)[N:12]=2)[CH:7]=1.[CH2:27]([C@H:34]1[CH2:38][O:37][C:36](=[O:39])[N:35]1[C:40](=[O:44])[CH2:41][O:42][CH3:43])[C:28]1[CH:33]=[CH:32][CH:31]=[CH:30][CH:29]=1.B(OS(C(F)(F)F)(=O)=O)(CCCC)[CH2:46]CCC>>[CH2:27]([C@H:34]1[CH2:38][O:37][C:36](=[O:39])[N:35]1[C:40](=[O:44])[C@@H:41]([O:42][CH3:43])[C@H:25]([OH:26])[C:19]1[C:20]2[CH:24]=[CH:23][S:22][C:21]=2[C:16]([O:15][CH2:14][CH2:13][C:11]2[N:12]=[C:8]([C:6]3[CH:7]=[CH:2][CH:3]=[CH:4][CH:5]=3)[O:9][C:10]=2[CH3:46])=[CH:17][CH:18]=1)[C:28]1[CH:29]=[CH:30][CH:31]=[CH:32][CH:33]=1. Reported procedure: In analogy to the procedures described in examples 11 a] to 11 c], 7-[2-(5-methyl-phenyl-oxazol-4-yl)-ethoxy]-benzo[b]thiophene-4-carbaldehyde was reacted with (S)-4-benzyl-3-methoxyacetyl-oxazolidin-2-one and nBu2BOTf to yield (S)-4-benzyl-3-[(2S,3R)-3-hydroxy-2-methoxy-3-{7-[2-(5-methyl-2-phenyl-oxazol-4-yl)-ethoxy]-benzo[b]thiophen-4-yl}-propionyl]-oxazolidin-2-one (according to NMR, one of the four isomers is strongly predominating; the configuration was tentatively assigned as 2S, 3R accord... Starting materials: CSC=1N=NC(=C(N1)N1CCC2=C(CC1)C=CC=C2)C#N (3-methylsulfanyl-5-(1,2,4,5-tetrahydro-benzo[d]azepin-3-yl)-[1,2,4]triazine-6-carbonitrile), ClC1=CC(=CC=C1)C(=O)OO (3-chloro-perbenzoic acid). Run in ClCCl (dichloromethane), ClCCl (dichloromethane). Conditions: time 8 hour. Product: OC=1N=NC(=C(N1)N1CCC2=C(CC1)C=CC=C2)C#N (3-hydroxy-5-(1,2,4,5-tetrahydro-benzo[d]azepin-3-yl)-[1,2,4]triazine-6-carbonitrile). The yield is 86.0%. Reaction SMILES: CS[C:3]1[N:4]=[N:5][C:6]([C:20]#[N:21])=[C:7]([N:9]2[CH2:15][CH2:14][C:13]3[CH:16]=[CH:17][CH:18]=[CH:19][C:12]=3[CH2:11][CH2:10]2)[N:8]=1.ClC1C=CC=C(C(OO)=[O:30])C=1>ClCCl>[OH:30][C:3]1[N:4]=[N:5][C:6]([C:20]#[N:21])=[C:7]([N:9]2[CH2:15][CH2:14][C:13]3[CH:16]=[CH:17][CH:18]=[CH:19][C:12]=3[CH2:11][CH2:10]2)[N:8]=1. Procedure: A solution of 200 mg (0.67 mmol) of 3-methylsulfanyl-5-(1,2,4,5-tetrahydro-benzo[d]azepin-3-yl)-[1,2,4]triazine-6-carbonitrile in 10 ml of dichloromethane was cooled to 0° C. and treated with 332 mg (1.35 mmol) of 3-chloro-perbenzoic acid (70%). The reaction mixture was warmed up to room temperature and stirred overnight. For the working-up, the reaction mixture was diluted with 10 ml of dichloromethane and extracted twice with 10 ml of a saturated solution of sodium hydrogencarbonate. The combi... Reactants: FC1=C(C#N)C=CC(=C1)CN1C=NC=C1CCN1CCOCC1 (2-fluoro-4-[5-(2-morpholin-4-yl-ethyl)-imidazol-1-ylmethyl]-benzonitrile), ClC1=C(C=CC(=C1)Cl)S (2,4-dichlorothiophenol). Yields the product ClC1=C(C=CC(=C1)Cl)SC1=C(C#N)C=CC(=C1)CN1C=NC=C1CCN1CCOCC1 (2-(2,4-Dichloro-phenylsulfanyl)-4-[5-(2-morpholin-4-yl-ethyl)-imidazol-1-ylmethyl]-benzonitrile). RXN SMILES: F[C:2]1[CH:9]=[C:8]([CH2:10][N:11]2[C:15]([CH2:16][CH2:17][N:18]3[CH2:23][CH2:22][O:21][CH2:20][CH2:19]3)=[CH:14][N:13]=[CH:12]2)[CH:7]=[CH:6][C:3]=1[C:4]#[N:5].[Cl:24][C:25]1[CH:30]=[C:29]([Cl:31])[CH:28]=[CH:27][C:26]=1[SH:32]>>[Cl:24][C:25]1[CH:30]=[C:29]([Cl:31])[CH:28]=[CH:27][C:26]=1[S:32][C:2]1[CH:9]=[C:8]([CH2:10][N:11]2[C:15]([CH2:16][CH2:17][N:18]3[CH2:23][CH2:22][O:21][CH2:20][CH2:19]3)=[CH:14][N:13]=[CH:12]2)[CH:7]=[CH:6][C:3]=1[C:4]#[N:5]. Procedure details: Following the procedure described in Example 11, Step A, the title compound was prepared using 2-fluoro-4-[5-(2-morpholin-4-yl-ethyl)-imidazol-1-ylmethyl]-benzonitrile (0.15 g, 0.477 mmol) and 2,4-dichlorothiophenol (0.086 g, 0.477 mmol). Reactants: CC1(C)CC(=O)Nc2ccccc2N1, CN(C)c1ccccc1, ClC(Cl)Cl, O=C(Cl)c1ccc([N+](=O)[O-])cc1. Product: CC1(C)CC(=O)Nc2ccccc2N1C(=O)c1ccc([N+](=O)[O-])cc1. Reaction SMILES: [CH3:1][C:2]1([CH3:14])[NH:3][c:4]2[c:5]([cH:10][cH:11][cH:12][cH:13]2)[NH:6][C:7](=[O:9])[CH2:8]1.[CH3:27][N:28]([c:29]1[cH:30][cH:31][cH:32][cH:33][cH:34]1)[CH3:35].[CH:36]([Cl:37])([Cl:38])[Cl:39].[N+:15](=[O:16])([O-:17])[c:18]1[cH:19][cH:20][c:21]([C:22](=[O:23])[Cl:24])[cH:25][cH:26]1>>[CH3:1][C:2]1([CH3:14])[N:3]([C:22]([c:21]2[cH:20][cH:19][c:18]([N+:15](=[O:16])[O-:17])[cH:26][cH:25]2)=[O:23])[c:4]2[c:5]([cH:10][cH:11][cH:12][cH:13]2)[NH:6][C:7](=[O:9])[CH2:8]1.